This data is from the Open Reaction Database (ORD), a public repository of structured organic reaction records. The task is: describe an organic reaction: reactants, conditions, products, and yield Reactants: F[B-](F)(F)F, Cc1ccc(C(=O)O)cc1, CCN(C(C)C)C(C)C, NC1CCCC(O)(C#Cc2cccc(Cl)c2)C1, CN(C)C(On1nnc2ccccc21)=[N+](C)C. Product: Cc1ccc(C(=O)NC2CCCC(O)(C#Cc3cccc(Cl)c3)C2)cc1. RXN SMILES: [B-:1]([F:2])([F:3])([F:4])[F:5].[CH3:32][c:33]1[cH:34][cH:35][c:36]([C:39]([OH:40])=[O:41])[cH:37][cH:38]1.[CH:23]([N:24]([CH2:25][CH3:26])[CH:27]([CH3:28])[CH3:29])([CH3:30])[CH3:31].[NH2:42][CH:43]1[CH2:44][C:45]([OH:49])([C:50]#[C:51][c:52]2[cH:53][c:54]([Cl:58])[cH:55][cH:56][cH:57]2)[CH2:46][CH2:47][CH2:48]1.[n:6]1([O:7][C:8]([N:9]([CH3:10])[CH3:11])=[N+:12]([CH3:13])[CH3:14])[c:15]2[cH:16][cH:17][cH:18][cH:19][c:20]2[n:21][n:22]1>>[CH3:32][c:33]1[cH:34][cH:35][c:36]([C:39](=[O:41])[NH:42][CH:43]2[CH2:44][C:45]([OH:49])([C:50]#[C:51][c:52]3[cH:53][c:54]([Cl:58])[cH:55][cH:56][cH:57]3)[CH2:46][CH2:47][CH2:48]2)[cH:37][cH:38]1. Reactants: BrC1=NC(=CC=C1)Br (2,6-dibromopyridine), N1(CCNCC1)C(=O)OC(C)(C)C (tert.butyl piperazine-1-carboxylate), C(C)(C)N(C(C)C)CC (N,N-diisopropylethylamine). Run in C(CCC)O (n-butanol). Yields the product BrC1=CC=CC(=N1)N1CCN(CC1)C(=O)OC(C)(C)C (tert.butyl 4-(6-bromo-pyridin-2-yl)-piperazine-1-carboxylate). Reaction SMILES: Br[C:2]1[CH:7]=[CH:6][CH:5]=[C:4]([Br:8])[N:3]=1.[N:9]1([C:15]([O:17][C:18]([CH3:21])([CH3:20])[CH3:19])=[O:16])[CH2:14][CH2:13][NH:12][CH2:11][CH2:10]1.C(N(CC)C(C)C)(C)C>C(O)CCC>[Br:8][C:4]1[N:3]=[C:2]([N:12]2[CH2:11][CH2:10][N:9]([C:15]([O:17][C:18]([CH3:21])([CH3:20])[CH3:19])=[O:16])[CH2:14][CH2:13]2)[CH:7]=[CH:6][CH:5]=1. Reported procedure: A solution of 4 g (16.88 mmol) of 2,6-dibromopyridine, 3.14 g (16.88 mmol) of tert.butyl piperazine-1-carboxylate and 5.89 ml (33.77 mmol) of N,N-diisopropylethylamine in 30 ml of n-butanol is refluxed for eight hours. The solvent is then distilled off. Purification is by column chromatography on silica gel (eluant: cyclohexane/ethyl acetate=2:1). Starting materials: C1CCC(CC1)N=C=NC2CCCCC2 (DCC), diacid, reagent, O (water), [K+].[Br-] (KBr), C1CCC(CC1)N=C=NC2CCCCC2 (DCC), solid, C(CCCCCCCCCCCC(=O)O)C(=O)O (1,12-dodecanedicarboxylic acid), diacid, C1CCC(CC1)N=C=NC2CCCCC2 (DCC). The solvent is C1CCOC1 (THF), CC(=O)C (acetone), C1CCOC1 (THF), C1CCOC1 (THF). Run at time 7.5 minute. Yields the product C1CCCCCCCCCCCC(=O)OC1=O (1,12-Dodecanedicarboxylic acid anhydride). Reaction SMILES: [CH2:1]([C:16]([OH:18])=[O:17])[CH2:2][CH2:3][CH2:4][CH2:5][CH2:6][CH2:7][CH2:8][CH2:9][CH2:10][CH2:11][CH2:12][C:13]([OH:15])=O.O.C1CCC(N=C=NC2CCCCC2)CC1.[K+].[Br-]>C1COCC1.CC(C)=O>[CH2:12]1[C:13](=[O:15])[O:18][C:16](=[O:17])[CH2:1][CH2:2][CH2:3][CH2:4][CH2:5][CH2:6][CH2:7][CH2:8][CH2:9][CH2:10][CH2:11]1 |f:3.4|. Procedure: A flame dried 500 ml round bottom flask was allowed to cool before 8 g (0.031 mole) of solid 1,12-dodecanedicarboxylic acid was added. Dry THF (~100 ml) was added to suspend the diacid. After stirring for 5-10 minutes the mixture was warmed with tap water to about 40° to effect dissolution of the diacid. A few particles were usually visible in the reaction flask at this point DCC was weighed in a flame dried beaker. DCC (6.4 gm, 0.031 mole) was dissolved in 20 ml of THF. The concentrated DCC sol...